From a dataset of the Open Reaction Database (ORD), a public repository of structured organic reaction records. describe an organic reaction: reactants, conditions, products, and yield Reactants: C1(C=2C(C(=O)O1)=CC=CC2)=O (phthalic anhydride), [Cl-].[Al+3].[Cl-].[Cl-] (aluminum chloride), BrC=1SC=CC1C (2-bromo-3-methylthiophene), 1-N, Cl (hydrochloric acid). Solvent: ClC(C)Cl (dichloroethane). Reaction conditions: time 4 hour. The product is BrC1=CC=C(S1)C(=O)C1=C(C(=O)O)C=CC=C1 (o-(5-bromo-2-thenoyl)benzoic acid). RXN SMILES: [C:1]1(=[O:11])[O:6][C:4](=[O:5])[C:3]2=[CH:7][CH:8]=[CH:9][CH:10]=[C:2]12.[Cl-].[Al+3].[Cl-].[Cl-].[Br:16][C:17]1[S:18][CH:19]=[CH:20][C:21]=1C.Cl>ClC(Cl)C>[Br:16][C:17]1[S:18][C:19]([C:4]([C:3]2[CH:7]=[CH:8][CH:9]=[CH:10][C:2]=2[C:1]([OH:6])=[O:11])=[O:5])=[CH:20][CH:21]=1 |f:1.2.3.4|. Procedure: 1.90 g of phthalic anhydride and 3.58 g of aluminum chloride were dissolved in 40 ml of dichloroethane, and 2-bromo-3-methylthiophene was added dropwise to the solution at room temperature. After stirring the solution for 4 hours, the reaction solution was poured into a 1-N hydrochloric acid under cooling with ice, and extracted with chloroform. By purifying the extract by silica gel chromatography (eluent: chloroform, ethyl acetate), 1.70 g of o-(5-bromo-2-thenoyl)benzoic acid was obtained. Reactants: ClC1=C(C=O)C=CC=C1Cl (2,3-dichlorobenzaldehyde), ClC(C(F)(F)F)(Cl)Cl (1,1,1-trichloro-2,2,2-trifluoroethane). Reagents/catalysts: [Zn] (zinc). Run in Cl (hydrochloric acid), ice, CN(C)C=O (DMF). Run at time 66 hour. Yields the product ClC(C(O)C1=C(C(=CC=C1)Cl)Cl)(C(F)(F)F)Cl ((2,2-dichloro-3,3,3-trifluoro-1-hydroxypropyl)-2,3-dichlorobenzene). As a reaction SMILES: [Cl:1][C:2]1[C:9]([Cl:10])=[CH:8][CH:7]=[CH:6][C:3]=1[CH:4]=[O:5].[Cl:11][C:12](Cl)([Cl:17])[C:13]([F:16])([F:15])[F:14]>CN(C=O)C.Cl.[Zn]>[Cl:11][C:12]([Cl:17])([C:13]([F:16])([F:15])[F:14])[CH:4]([C:3]1[CH:6]=[CH:7][CH:8]=[C:9]([Cl:10])[C:2]=1[Cl:1])[OH:5]. Reported procedure: A suspension of 35.0 g of 2,3-dichlorobenzaldehyde, 41.2 g of 1,1,1-trichloro-2,2,2-trifluoroethane and 16.4 g of zinc powder in 360 ml of DMF is stirred for 66 h at RT, and subsequently taken up in a mixture of 600 ml of 10% hydrochloric acid and 600 g of ice. By extraction with ether, drying, and concentration of the organic extracts by evaporation, there is obtained (2,2-dichloro-3,3,3-trifluoro-1-hydroxypropyl)-2,3-dichlorobenzene in the form of a yellow oil (compound No. 5.10). Starting materials: O(C1=CC=CC=C1)C1=CC=C(C=O)C=C1 (4-phenoxybenzaldehyde), OS(=O)[O-].[Na+] (NaHSO3), COC(C1=CC(=C(C=C1)N)N)=O (Methyl-3,4-diaminobenzoate), C(C)O (ethanol). Run in O (water). Run at temperature 25 celsius, time 1 hour. Product: O(C1=CC=CC=C1)C1=CC=C(C=C1)C1=NC2=C(N1)C=CC(=C2)C(=O)OC (2-(4-phenoxyphenyl)-1H-benzimidazole-5-carboxylic acid, methyl ester). Isolated yield 73.5%. Reaction SMILES: [O:1]([C:8]1[CH:15]=[CH:14][C:11]([CH:12]=O)=[CH:10][CH:9]=1)[C:2]1[CH:7]=[CH:6][CH:5]=[CH:4][CH:3]=1.OS([O-])=O.[Na+].[CH3:21][O:22][C:23](=[O:32])[C:24]1[CH:29]=[CH:28][C:27]([NH2:30])=[C:26]([NH2:31])[CH:25]=1.C(O)C>O>[O:1]([C:8]1[CH:15]=[CH:14][C:11]([C:12]2[NH:30][C:27]3[CH:28]=[CH:29][C:24]([C:23]([O:22][CH3:21])=[O:32])=[CH:25][C:26]=3[N:31]=2)=[CH:10][CH:9]=1)[C:2]1[CH:7]=[CH:6][CH:5]=[CH:4][CH:3]=1 |f:1.2|. Procedure details: To 4-phenoxybenzaldehyde (3.0 g, 0.02 mol) was added 21 mL of 40% NaHSO3 (aq). The mixture was stirred for 1 h at 25° C. Methyl-3,4-diaminobenzoate (2.5 g, 0.02 mol) and ethanol (15 mL) were added. The mixture was refluxed for 4 h. The reaction was then poured into water. The precipitate filtered and recrystallized from EtOAc to afford 2-(4-phenoxyphenyl)-1H-benzimidazole-5-carboxylic acid, methyl ester (5.06 g, 97%) as a white solid. Starting materials: ClC1(C(CC12CCOCC2)=O)Cl (1,1-dichloro-7-oxaspiro[3,5]nonan-2-one), C(C)(=O)O.O (acetic acid water). Reagents/catalysts: [Zn] (zinc). Run in CCOCC (ether). Conditions: time 1 day. Product: C1C(CC12CCOCC2)=O (7-oxaspiro[3.5]nonan-2-one). Reaction SMILES: Cl[C:2]1(Cl)[C:5]2([CH2:10][CH2:9][O:8][CH2:7][CH2:6]2)[CH2:4][C:3]1=[O:11].C(O)(=O)C.O>CCOCC.[Zn]>[CH2:4]1[C:5]2([CH2:10][CH2:9][O:8][CH2:7][CH2:6]2)[CH2:2][C:3]1=[O:11] |f:1.2|. Procedure: The impure 1,1-dichloro-7-oxaspiro[3.5]nonan-2-one from Step B was stirred with zinc (150 mg; 2.30 mmol) and 5 mL of acetic acid/water (1:1) for 4 hours. The mixture was stored at −20° C. for 1 day, diluted with ether (20 mL) and filtered through a pad of Celite®. The solution was neutralized with aqueous sodium bicarbonate solution and extracted into ether (5×20 mL). The combined ether extracts were dried (sodium sulfate), filtered and concentrated under reduced pressure. The material was purif...